From a dataset of the Open Reaction Database (ORD), a public repository of structured organic reaction records. describe an organic reaction: reactants, conditions, products, and yield Yields the product S(=O)([O-])[O-].[Na+].[Na+] (sodium sulfite), S(=O)([O-])[O-].[Ca+2] (calcium sulfite). Reaction SMILES: [S:1](=[O:4])([OH:3])[O-:2].[Na+:5].[OH-].[Ca+2:7].[OH-]>>[S:1]([O-:4])([O-:3])=[O:2].[Na+:5].[Na+:5].[S:1]([O-:4])([O-:3])=[O:2].[Ca+2:7] |f:0.1,2.3.4,5.6.7,8.9|. The reactants are S([O-])(O)=O.[Na+] (sodium bisulfite), [OH-].[Ca+2].[OH-] (calcium hydroxide). Reported procedure: In a system for removing sulfur oxides from flue gas, the gas is contacted by a primary extraction solution containing sodium sulfite as the active compound and some sodium bisulfite in a scrubber, and the resultant extract containing more sodium bisulfite is mixed with an alkaline solution containing regenerated sodium sulfite in a mixer to produce the primary extraction solution. A portion of the latter is bled off to a regenerator wherein the quantity of sodium bisulfite made in the scrubber ... Starting materials: O=C(Cl)CC1CCCCC1, ClCCl, Nc1ccc(O)cc1, c1ccncc1. Yields the product O=C(CC1CCCCC1)Nc1ccc(O)cc1. RXN SMILES: [CH:9]1([CH2:15][C:16](=[O:17])[Cl:18])[CH2:10][CH2:11][CH2:12][CH2:13][CH2:14]1.[Cl:25][CH2:26][Cl:27].[NH2:1][c:2]1[cH:3][cH:4][c:5]([OH:6])[cH:7][cH:8]1.[cH:19]1[cH:20][cH:21][n:22][cH:23][cH:24]1>>[NH:1]([c:2]1[cH:3][cH:4][c:5]([OH:6])[cH:7][cH:8]1)[C:16]([CH2:15][CH:9]1[CH2:10][CH2:11][CH2:12][CH2:13][CH2:14]1)=[O:17]. Product: NC(CC1=C(C=C(C(=O)N)C=C1C)C)C(N1C(CCCC1)C=1NC=C(N1)C1=CC=CC=C1)=O (4-{2-amino-3-oxo-3-[2-(4-phenyl-1H-imidazol-2-yl)-piperidin-1-yl]-propyl}-3,5-dimethyl-benzamide). The reactants are CN(CCCCN=C=NCC)C ((4-dimethylamino-butyl)-ethyl-carbodiimide), C(C)(C)(C)OC(=O)NC(C(=O)O)CC1=C(C=C(C=C1C)C(N)=O)C (2-tert-Butoxycarbonylamino-3-(4-carbamoyl-2,6-dimethyl-phenyl)-propionic acid), ON1N=NC2=C1C=CC=C2 (1-hydroxybenzotriazole), C1(=CC=CC=C1)C=1N=C(NC1)C1NCCCC1 (2-(4-phenyl-1H-imidazol-2-yl)-piperidine), C(CC(O)(C(=O)O)CC(=O)O)(=O)O (citric acid). Isolated yield 107.7%. Solvent: CN(C)C=O (DMF). As a reaction SMILES: C(OC([NH:8][CH:9]([CH2:13][C:14]1[C:19]([CH3:20])=[CH:18][C:17]([C:21](=[O:23])[NH2:22])=[CH:16][C:15]=1[CH3:24])[C:10]([OH:12])=O)=O)(C)(C)C.ON1C2C=CC=CC=2N=N1.[C:35]1([C:41]2[N:42]=[C:43]([CH:46]3[CH2:51][CH2:50][CH2:49][CH2:48][NH:47]3)[NH:44][CH:45]=2)[CH:40]=[CH:39][CH:38]=[CH:37][CH:36]=1.CN(C)CCCCN=C=NCC.C(O)(=O)CC(CC(O)=O)(C(O)=O)O>CN(C=O)C>[NH2:8][CH:9]([C:10](=[O:12])[N:47]1[CH2:48][CH2:49][CH2:50][CH2:51][CH:46]1[C:43]1[NH:44][CH:45]=[C:41]([C:35]2[CH:40]=[CH:39][CH:38]=[CH:37][CH:36]=2)[N:42]=1)[CH2:13][C:14]1[C:15]([CH3:24])=[CH:16][C:17]([C:21]([NH2:22])=[O:23])=[CH:18][C:19]=1[CH3:20]. Procedure: 2-tert-Butoxycarbonylamino-3-(4-carbamoyl-2,6-dimethyl-phenyl)-propionic acid (0.42 g, 1.25 mmol) was dissolved in DMF (5 mL) followed by 1-hydroxybenzotriazole (0.34 g, 1.75 mmol), and the resulting solution was cooled to 0° C. To this reaction mixture was added 2-(4-phenyl-1H-imidazol-2-yl)-piperidine (0.31 g, 1.75 mmol) followed by (4-dimethylamino-butyl)-ethyl-carbodiimide (0.34 g, 1.75 mmol). The reaction was then warmed to room temperature and stirred for 16 hours. The reaction mixture was... Conditions: temperature 0 celsius, time 16 hour. Reactants: C(C)N[C@H](CN1CCCC1)C(C)C ((S)—N-ethyl-3-methyl-1-(pyrrolidin-1-yl)butan-2-amine), resultant mixture, TEA, BrC1=CC=C(C(=O)Cl)C=C1 (4-bromobenzoyl chloride). The solvent is C(Cl)Cl (DCM). Product: BrC1=CC=C(C(=O)N([C@H](CN2CCCC2)C(C)C)CC)C=C1 ((S)-4-Bromo-N-ethyl-N-(3-methyl-1-(pyrrolidin-1-yl)butan-2-yl)benzamide). Yield: 14.6%. Reaction SMILES: [CH2:1]([NH:3][C@@H:4]([CH:11]([CH3:13])[CH3:12])[CH2:5][N:6]1[CH2:10][CH2:9][CH2:8][CH2:7]1)[CH3:2].[Br:14][C:15]1[CH:23]=[CH:22][C:18]([C:19](Cl)=[O:20])=[CH:17][CH:16]=1>C(Cl)Cl>[Br:14][C:15]1[CH:23]=[CH:22][C:18]([C:19]([N:3]([CH2:1][CH3:2])[C@@H:4]([CH:11]([CH3:12])[CH3:13])[CH2:5][N:6]2[CH2:10][CH2:9][CH2:8][CH2:7]2)=[O:20])=[CH:17][CH:16]=1. Procedure: To a solution of (S)—N-ethyl-3-methyl-1-(pyrrolidin-1-yl)butan-2-amine (0.1 g, 0.54 mmol) (for synthesis, see e.g. EP254545) in DCM (2 mL) was TEA (0.075 mL, 0.54 mmol) and 4-bromobenzoyl chloride (0.119 g, 0.54 mmol) added. The resultant mixture was stirred at rt overnight. The mixture was washed with H2O (2 mL), filtered through a phase separator and concentrated under reduced pressure. The residue was purified by preparative HPLC to give the title compound (29 mg, 15%). Mixture of rotamers: 1...